This data is from the Open Reaction Database (ORD), a public repository of structured organic reaction records. The task is: describe an organic reaction: reactants, conditions, products, and yield The reactants are COC(=O)c1ncnc2ccc(Br)cc12, CO, NN, O. The product is NNC(=O)c1ncnc2ccc(Br)cc12. As a reaction SMILES: [Br:1][c:2]1[cH:3][c:4]2[c:5]([C:12]([O:14][CH3:13])=[O:15])[n:6][cH:7][n:8][c:9]2[cH:10][cH:11]1.[CH3:19][OH:20].[NH2:17][NH2:18].[OH2:16]>>[Br:1][c:2]1[cH:3][c:4]2[c:5]([C:12](=[O:14])[NH:17][NH2:18])[n:6][cH:7][n:8][c:9]2[cH:10][cH:11]1. The reactants are COC=1C=CC2=C(N(C(C=N2)=O)CC[C@H]2OC2)N1 (6-methoxy-4-{2-[(2R)-oxiran-2-yl]ethyl}pyrido[2,3-b]pyrazin-3(4H)-one), N[C@@H]1CC(N(C1)C=1C=CC=2OCC(NC2N1)=O)=O (6-[(4R)-4-amino-2-oxopyrrolidin-1-yl]-2H-pyrido[3,2-b][1,4]oxazin-3(4H)-one), C(C)(C)(C)OC(N[C@H]1CNC(C1)=O)=O ([(3R)-5-oxopyrrolidin-3-yl]carbamic acid tert-butyl ester). Run in C(C)O.O (ethanol water). Reaction conditions: temperature 80 celsius, time 16 hour. Yields the product O[C@@H](CN[C@@H]1CC(N(C1)C=1C=CC=2OCC(NC2N1)=O)=O)CCN1C2=C(N=CC1=O)C=CC(=N2)OC (6-[(4R)-4-{[(2R)-2-Hydroxy-4-(6-methoxy-3-oxopyrido[2,3-b]pyrazin-4(3H)-yl)butyl]amino}-2-oxopyrrolidin-1-yl]-2H-pyrido[3,2-b][1,4]oxazin-3(4H)-one). Yield: 40.0%. Reaction SMILES: [CH3:1][O:2][C:3]1[CH:4]=[CH:5][C:6]2[N:11]=[CH:10][C:9](=[O:12])[N:8]([CH2:13][CH2:14][C@@H:15]3[CH2:17][O:16]3)[C:7]=2[N:18]=1.[NH2:19][C@H:20]1[CH2:24][N:23]([C:25]2[CH:26]=[CH:27][C:28]3[O:29][CH2:30][C:31](=[O:35])[NH:32][C:33]=3[N:34]=2)[C:22](=[O:36])[CH2:21]1.C(OC(=O)N[C@@H]1CC(=O)NC1)(C)(C)C>C(O)C.O>[OH:16][C@H:15]([CH2:14][CH2:13][N:8]1[C:9](=[O:12])[CH:10]=[N:11][C:6]2[CH:5]=[CH:4][C:3]([O:2][CH3:1])=[N:18][C:7]1=2)[CH2:17][NH:19][C@H:20]1[CH2:24][N:23]([C:25]2[CH:26]=[CH:27][C:28]3[O:29][CH2:30][C:31](=[O:35])[NH:32][C:33]=3[N:34]=2)[C:22](=[O:36])[CH2:21]1 |f:3.4|. Procedure: In a mixed solvent (16 ml) of ethanol-water (9:1) were suspended 6-methoxy-4-{2-[(2R)-oxiran-2-yl]ethyl}pyrido[2,3-b]pyrazin-3(4H)-one (400 mg, 1.62 mmol) and 6-[(4R)-4-amino-2-oxopyrrolidin-1-yl]-2H-pyrido[3,2-b][1,4]oxazin-3(4H)-one (synthesized using [(3R)-5-oxopyrrolidin-3-yl]carbamic acid tert-butyl ester synthesized with reference to WO2004/22536 in the same manner as in Reference Examples 20, 21 and 22; 402 mg, 1.62 mmol) and stirred in a sealed tube at 80° C. for 16 hours. The solvent wa... RXN SMILES: [Cl:1][C:2]1[C:9]([Cl:10])=[C:8]([OH:11])[CH:7]=[CH:6][C:3]=1[CH:4]=[O:5].[C:12]1(=[O:16])[O:15][CH2:14][CH2:13]1>[OH-].[Na+].CCOCC>[Cl:10][C:9]1[C:2]([Cl:1])=[C:3]([CH:4]=[O:5])[CH:6]=[CH:7][C:8]=1[O:11][CH2:14][CH2:13][C:12]([OH:16])=[O:15] |f:2.3|. Procedure: 2,3-dichloro-4-hydroxybenzaldehyde (38.2 g., 0.2 mole) is dissolved in a 10% sodium hydroxide solution (200 ml.). The solution is heated to boiling and β-propiolactone (144 g., 2.0 moles) is added dropwise at such a rate as to keep the solution boiling. During the addition 10% sodium hydroxide solution is added in portions to maintain an alkaline mixture. Then the solution is cooled and acidified. The precipitated material is dissolved in ether and the product is extracted into a 5% sodium bicar... Run in [OH-].[Na+] (sodium hydroxide), CCOCC (ether), [OH-].[Na+] (sodium hydroxide). The reactants are ClC1=C(C=O)C=CC(=C1Cl)O (2,3-dichloro-4-hydroxybenzaldehyde), C1(CCO1)=O (β-propiolactone). Yields the product ClC1=C(OCCC(=O)O)C=CC(=C1Cl)C=O (3-(2,3-dichloro-4-formylphenoxy)propionic acid).